Dataset: the Open Reaction Database (ORD), a public repository of structured organic reaction records. Task: describe an organic reaction: reactants, conditions, products, and yield Reactants: [N+](=O)([O-])C=1NC2=C(N1)C=CC=C2 (nitrobenzimidazole), C(CC)N1C=NC2=C1C=C(C=C2)N (3-propyl-5-aminobenzimidazole), CCCCCC.CCOC(=O)C (Hexane EtOAc). Reagents/catalysts: [Pd] (Pd/C). Run in CO (MeOH). The product is C(CC)N1C=NC2=C1C=CC(=C2)N (1-propyl-5-aminobenzimidazole), 9. As a reaction SMILES: [N+:1](C1NC2C=CC=CC=2N=1)([O-])=O.CCCCCC.CCOC(C)=O.[CH2:25]([N:28]1[C:32]2[CH:33]=[C:34](N)[CH:35]=[CH:36][C:31]=2[N:30]=[CH:29]1)[CH2:26][CH3:27]>CO.[Pd]>[CH2:25]([N:28]1[C:32]2[CH:33]=[CH:34][C:35]([NH2:1])=[CH:36][C:31]=2[N:30]=[CH:29]1)[CH2:26][CH3:27] |f:1.2|. Reported procedure: A solution of 5-nitrobenzimidazole (3.6 g, 23 mmol) in 100 ml of THF was stirred with NaH (1.5 g, 33 mmol) for 0.5 h at 25° C. To the solution was added allyl bromide (4.8 ml, 57 mmol) and resulting mixture was stirred for 12 h. The reaction mixture was concentrated in vacuo to provide an oil, which was subjected to column chromatography to yield 4.0 g (19.7 mmol, 89%) of a mixture of 1- and 3-allyl-5-nitrobenzimidazole. The nitrobenzimidazole mixture was stirred in 100 ml of MeOH for 12 under H... The reactants are FC(C(=O)O)(F)F.CC=1SC(=CN1)CN1C(N(C(C2=C1C=C(S2)C2=CC=CC=C2)=O)C2CCNCC2)=O (1-[(2-methyl-1,3-thiazol-5-yl)methyl]-6-phenyl-3-(piperidin-4-yl)thieno[3,2-d]pyrimidine-2,4(1H,3H)-dione trifluoroacetate), C(C)OC1=CC=2[C@@H]3[C@H](N=C(C2C=C1OC)C1=CC=C(C(=O)O)C=C1)CCSC3 (4-[(4aR,10bR)-9-ethoxy-8-methoxy-3,4,4a,10b-tetrahydro-1H-thiopyrano[4,3-c]isoquinolin-6-yl]benzoic acid), [B-](F)(F)(F)F.CCOC(=O)C(=NOC(=[N+](C)C)N(C)C)C#N (TOTU), C1=CC2=C(N=C1)N(N=N2)O (HOAT). The solvent is CCN(C(C)C)C(C)C (DIPEA). Conditions: time 60 minute. Product: C(C)OC1=CC=2[C@@H]3[C@H](N=C(C2C=C1OC)C1=CC=C(C=C1)C(=O)N1CCC(CC1)N1C(N(C2=C(C1=O)SC(=C2)C2=CC=CC=C2)CC2=CN=C(S2)C)=O)CCSC3 (3-[1-({4-[(4aR,10bR)-9-ethoxy-8-methoxy-3,4,4a,10b-tetrahydro-1H-thiopyrano[4,3-c]isoquinolin-6-yl]phenyl}carbonyl)piperidin-4-yl]-1-[(2-methyl-1,3-thiazol-5-yl)methyl]-6-phenylthieno[3,2-d]pyrimidine-2,4(1H,3H)-dione). As a reaction SMILES: [CH2:1]([O:3][C:4]1[C:13]([O:14][CH3:15])=[CH:12][C:11]2[C:10]([C:16]3[CH:24]=[CH:23][C:19]([C:20]([OH:22])=O)=[CH:18][CH:17]=3)=[N:9][C@@H:8]3[CH2:25][CH2:26][S:27][CH2:28][C@@H:7]3[C:6]=2[CH:5]=1)[CH3:2].[B-](F)(F)(F)F.CCOC(C(C#N)=NOC(N(C)C)=[N+](C)C)=O.C1C=NC2N(O)N=NC=2C=1.FC(F)(F)C(O)=O.[CH3:68][C:69]1[S:70][C:71]([CH2:74][N:75]2[C:80]3[CH:81]=[C:82]([C:84]4[CH:89]=[CH:88][CH:87]=[CH:86][CH:85]=4)[S:83][C:79]=3[C:78](=[O:90])[N:77]([CH:91]3[CH2:96][CH2:95][NH:94][CH2:93][CH2:92]3)[C:76]2=[O:97])=[CH:72][N:73]=1>CCN(C(C)C)C(C)C>[CH2:1]([O:3][C:4]1[C:13]([O:14][CH3:15])=[CH:12][C:11]2[C:10]([C:16]3[CH:24]=[CH:23][C:19]([C:20]([N:94]4[CH2:95][CH2:96][CH:91]([N:77]5[C:78](=[O:90])[C:79]6[S:83][C:82]([C:84]7[CH:85]=[CH:86][CH:87]=[CH:88][CH:89]=7)=[CH:81][C:80]=6[N:75]([CH2:74][C:71]6[S:70][C:69]([CH3:68])=[N:73][CH:72]=6)[C:76]5=[O:97])[CH2:92][CH2:93]4)=[O:22])=[CH:18][CH:17]=3)=[N:9][C@@H:8]3[CH2:25][CH2:26][S:27][CH2:28][C@@H:7]3[C:6]=2[CH:5]=1)[CH3:2] |f:1.2,4.5|. Reported procedure: A solution of 4-[(4aR,10bR)-9-ethoxy-8-methoxy-3,4,4a,10b-tetrahydro-1H-thiopyrano[4,3-c]isoquinolin-6-yl]benzoic acid (199 mg; compound C10), TOTU (213 mg) and HOAT (102 mg) in DIPEA (259 mg) is stirred for 50 min at RT. Subsequently, 1-[(2-methyl-1,3-thiazol-5-yl)methyl]-6-phenyl-3-(piperidin-4-yl)thieno[3,2-d]pyrimidine-2,4(1H,3H)-dione trifluoroacetate (276 mg; compound B44) is added and the reaction mixture is stirred for additional 60 min at RT. The solvent is removed under reduced pressur... Starting materials: CC([O-])=S, CC(C(=O)N1CCCC1C(=O)O)C(Br)C(=O)c1ccccc1, CCO, [K+]. The product is CC(=O)SC(C(=O)c1ccccc1)C(C)C(=O)N1CCCC1C(=O)O. Reaction SMILES: [C:1]([CH3:2])(=[S:3])[O-:4].[C:6]([c:7]1[cH:8][cH:9][cH:10][cH:11][cH:12]1)(=[O:13])[CH:14]([CH:15]([C:16](=[O:17])[N:18]1[CH:19]([C:20](=[O:21])[OH:22])[CH2:23][CH2:24][CH2:25]1)[CH3:26])[Br:27].[CH3:28][CH2:29][OH:30].[K+:5]>>[C:1]([CH3:2])([S:3][CH:14]([C:6]([c:7]1[cH:8][cH:9][cH:10][cH:11][cH:12]1)=[O:13])[CH:15]([C:16](=[O:17])[N:18]1[CH:19]([C:20](=[O:21])[OH:22])[CH2:23][CH2:24][CH2:25]1)[CH3:26])=[O:4]. Starting materials: N(CCO)CCO (diethanolamine), [K] (Potassium), C1(=CC=CC=C1)C (toluene), ClCC(=O)OC (methyl chloroacetate). Solvent: CO (methanol). Run at temperature 75 celsius, time 30 minute. The product is OCCN1C(COCC1)=O (4-(2-Hydroxyethyl)Morpholin-3-One), oil. Isolated yield 98.0%. As a reaction SMILES: [K].[C:2]1([CH3:8])C=CC=CC=1.[NH:9]([CH2:13][CH2:14][OH:15])[CH2:10][CH2:11][OH:12].ClCC(OC)=[O:19]>CO>[OH:12][CH2:11][CH2:10][N:9]1[CH2:8][CH2:2][O:15][CH2:14][C:13]1=[O:19] |^1:0|. Procedure: Potassium tert-butoxyde (176 g, 1.1 eq.) was added to 1440 ml of toluene. The suspension was heated to 75° C. and maintained for 30 minutes until complete dissolution of the white solid. At this temperature diethanolamine (150 g, 1 eq.) was slowly added. The thick pale yellow suspension was maintained with strong stirring for 30 minutes and methyl chloroacetate (163 g, 1.05 eq.) was added slowly. The solution was maintained at the same temperature for two hours. To the warm mixture methanol (600... The reactants are ClC1=C(C=O)C=CC=C1Cl (2,3-dichlorobenzaldehyde), NC1=NNC=C1 (3-aminopyrazole), C(C1=CC=CC=C1)(=O)CC(=O)OCC (ethyl benzoylacetate). Product: ClC1=C(C=CC=C1Cl)C1C=2C(NC(=C1C(=O)OCC)C1=CC=CC=C1)=NNC2 (Ethyl 4-(2,3-dichlorophenyl)-4,7-dihydro-6-phenyl-2H-pyrazolo[3,4-b]pyridine-5-carboxylate). Reaction SMILES: [Cl:1][C:2]1[C:9]([Cl:10])=[CH:8][CH:7]=[CH:6][C:3]=1[CH:4]=O.[NH2:11][C:12]1[CH:16]=[CH:15][NH:14][N:13]=1.[C:17]([CH2:25][C:26]([O:28][CH2:29][CH3:30])=[O:27])(=O)[C:18]1[CH:23]=[CH:22][CH:21]=[CH:20][CH:19]=1>>[Cl:1][C:2]1[C:9]([Cl:10])=[CH:8][CH:7]=[CH:6][C:3]=1[CH:4]1[C:25]([C:26]([O:28][CH2:29][CH3:30])=[O:27])=[C:17]([C:18]2[CH:19]=[CH:20][CH:21]=[CH:22][CH:23]=2)[NH:11][C:12]2=[N:13][NH:14][CH:15]=[C:16]12. Procedure: The title compound was prepared from 2,3-dichlorobenzaldehyde, 3-aminopyrazole and ethyl benzoylacetate in the same manner as in Example 1. Reactants: C1(=CC=CC=C1)O (phenol), C1(=CC=CC=C1)O (phenol), CC1(CC(CC(C1)C)=O)C (3,3,5-trimethylcyclohexanone), C1(=CC=CC=C1)O (phenol), CC1(CC(CC(C1)C)=O)C (3,3,5-trimethylcyclohexanone), C1(=CC=CC=C1)O (phenol), CC1(CC(CC(C1)C)=O)C (3,3,5-trimethylcyclohexanone), C1(=CC=CC=C1)O (phenol), CC1(CC(CC(C1)C)=O)C (3,3,5-trimethylcyclohexanone), C1(=CC=CC=C1)O (phenol), C1(=CC=CC=C1)O (phenol), CC1(CC(CC(C1)C)=O)C (3,3,5-trimethylcyclohexanone). Yields the product CC1(CC(CC(C1)C)(C1=C(C=CC=C1)O)C1=C(C=CC=C1)O)C (3,3,5-trimethylcyclohexylidenebisphenol). As a reaction SMILES: [C:1]1([OH:7])[CH:6]=[CH:5][CH:4]=[CH:3][CH:2]=1.[CH3:8][C:9]1([CH3:17])[CH2:14][CH:13]([CH3:15])[CH2:12][C:11](=O)[CH2:10]1>>[CH3:8][C:9]1([CH3:17])[CH2:14][CH:13]([CH3:15])[CH2:12][C:11]([C:2]2[CH:3]=[CH:4][CH:5]=[CH:6][C:1]=2[OH:7])([C:2]2[CH:3]=[CH:4][CH:5]=[CH:6][C:1]=2[OH:7])[CH2:10]1. Procedure: The amount of the phenol (A) added after the conversion of 3,3,5-trimethylcyclohexanone (B) has reached 90 mol % or over is preferably such that the total molar amount of the phenol (A) added (the total phenol (A) consisting of the phenol (A) introduced in carrying out the pre-reaction, the phenol (A) dropped in the form of a liquid mixture with 3,3,5-trimethylcyclohexanone (B) in the reaction mixture and the phenol (A) added after the conversion of 3,3,5-trimethylcyclohexanone (B) has reached 9... The reactants are [BH4-], CC(=O)O, CO, Cl, CC(=O)Cc1cccc(C(F)(F)F)c1, [Na+], NCCCc1ccccc1. Product: Cl, CC(Cc1cccc(C(F)(F)F)c1)NCCCc1ccccc1. As a reaction SMILES: [BH4-:29].[CH3:25][C:26](=[O:27])[OH:28].[CH3:32][OH:33].[ClH:31].[F:1][C:2]([c:3]1[cH:4][c:5]([CH2:9][C:10]([CH3:11])=[O:12])[cH:6][cH:7][cH:8]1)([F:13])[F:14].[Na+:30].[c:15]1([CH2:21][CH2:22][CH2:23][NH2:24])[cH:16][cH:17][cH:18][cH:19][cH:20]1>>[ClH:31].[F:1][C:2]([c:3]1[cH:4][c:5]([CH2:9][CH:10]([CH3:11])[NH:24][CH2:23][CH2:22][CH2:21][c:15]2[cH:16][cH:17][cH:18][cH:19][cH:20]2)[cH:6][cH:7][cH:8]1)([F:13])[F:14].